From a dataset of the Open Reaction Database (ORD), a public repository of structured organic reaction records. describe an organic reaction: reactants, conditions, products, and yield Starting materials: COC1=CC=C(/C=C/C(=O)O)C=C1 (trans-4-methoxycinnamic acid), OS(=O)(=O)O (H2SO4), CCO (EtOH). Conditions: temperature 90 celsius. The product is COC1=CC=C(/C=C/C(=O)OCC)C=C1 (ethyl trans-4-methoxycinnamate). Isolated yield 96.0%. As a reaction SMILES: [CH3:1][O:2][C:3]1[CH:13]=[CH:12][C:6](/[CH:7]=[CH:8]/[C:9]([OH:11])=[O:10])=[CH:5][CH:4]=1.OS(O)(=O)=O.[CH3:19][CH2:20]O>>[CH3:1][O:2][C:3]1[CH:13]=[CH:12][C:6](/[CH:7]=[CH:8]/[C:9]([O:11][CH2:19][CH3:20])=[O:10])=[CH:5][CH:4]=1. Reported procedure: A mixture of trans-4-methoxycinnamic acid (18 g, 101 mmol) and concentrated H2SO4 (0.5 ml) in absolute EtOH (100 ml) was refluxed at 90° C. (bath temperature) for 16 h. After the excess EtOH was removed by a rotary evaporator, the residue was treated with H2O (100 ml), and the resulting mixture was extracted with ether (3×120 ml). The combined extracts were washed with 1N aq. NaOH (2×50 ml), H2O (80 ml) and brine (80 ml), and dried (anhydrous Na2SO4). The solvent was evaporated to dryness to giv... The reactants are CCc1cc(C(Nc2ccc(C#N)cc2)C(=O)OC)cc2c(C)coc12, C1CCOC1, [Li+], [OH-], O, O. Product: CCc1cc(C(Nc2ccc(C#N)cc2)C(=O)O)cc2c(C)coc12. RXN SMILES: [C:1](#[N:2])[c:3]1[cH:4][cH:5][c:6]([NH:9][CH:10]([C:11](=[O:12])[O:13][CH3:14])[c:15]2[cH:16][c:17]([CH2:25][CH3:26])[c:18]3[c:19]([c:20]([CH3:23])[cH:21][o:22]3)[cH:24]2)[cH:7][cH:8]1.[CH2:30]1[O:31][CH2:32][CH2:33][CH2:34]1.[Li+:28].[OH-:27].[OH2:29].[OH2:35]>>[C:1](#[N:2])[c:3]1[cH:4][cH:5][c:6]([NH:9][CH:10]([C:11](=[O:12])[OH:13])[c:15]2[cH:16][c:17]([CH2:25][CH3:26])[c:18]3[c:19]([c:20]([CH3:23])[cH:21][o:22]3)[cH:24]2)[cH:7][cH:8]1.